Dataset: the Open Reaction Database (ORD), a public repository of structured organic reaction records. Task: describe an organic reaction: reactants, conditions, products, and yield Starting materials: CSC(=NC[Si](C)(C)C)c1ccc(-n2cncn2)c(C#N)c1, C1CCOC1, CCCC[N+](CCCC)(CCCC)CCCC, C=C(c1cc(Cl)c(Cl)c(Cl)c1)C(F)(F)F, [F-], O. The product is N#Cc1cc(C2=NCC(c3cc(Cl)c(Cl)c(Cl)c3)(C(F)(F)F)C2)ccc1-n1cncn1. Reaction SMILES: [C:1](#[N:2])[c:3]1[cH:4][c:5]([C:14](=[N:15][CH2:16][Si:19]([CH3:20])([CH3:21])[CH3:22])[S:17][CH3:18])[cH:6][cH:7][c:8]1-[n:9]1[n:10][cH:11][n:12][cH:13]1.[CH2:57]1[O:58][CH2:59][CH2:60][CH2:61]1.[CH3:39][CH2:40][CH2:41][CH2:42][N+:43]([CH2:44][CH2:45][CH2:46][CH3:47])([CH2:48][CH2:49][CH2:50][CH3:51])[CH2:52][CH2:53][CH2:54][CH3:55].[Cl:23][c:24]1[c:25]([Cl:37])[c:26]([Cl:36])[cH:27][c:28]([C:30](=[CH2:31])[C:32]([F:33])([F:34])[F:35])[cH:29]1.[F-:38].[OH2:56]>>[C:1](#[N:2])[c:3]1[cH:4][c:5]([C:14]2=[N:15][CH2:16][C:30]([c:28]3[cH:27][c:26]([Cl:36])[c:25]([Cl:37])[c:24]([Cl:23])[cH:29]3)([C:32]([F:33])([F:34])[F:35])[CH2:31]2)[cH:6][cH:7][c:8]1-[n:9]1[n:10][cH:11][n:12][cH:13]1. Starting materials: COc1nc(OCc2ccccc2)c(-c2cc(C(C)(C)C)c(OC)c3cc(-c4ccc(NS(C)(=O)=O)cc4)cnc23)cc1F, CCOC(C)=O, [H][H]. The product is COc1[nH]c(=O)c(-c2cc(C(C)(C)C)c(OC)c3cc(-c4ccc(NS(C)(=O)=O)cc4)cnc23)cc1F. Reaction SMILES: [CH2:1]([c:2]1[cH:3][cH:4][cH:5][cH:6][cH:7]1)[O:8][c:9]1[n:10][c:11]([O:43][CH3:44])[c:12]([F:42])[cH:13][c:14]1-[c:15]1[cH:16][c:17]([C:38]([CH3:39])([CH3:40])[CH3:41])[c:18]([O:36][CH3:37])[c:19]2[cH:20][c:21](-[c:25]3[cH:26][cH:27][c:28]([NH:31][S:32](=[O:33])(=[O:34])[CH3:35])[cH:29][cH:30]3)[cH:22][n:23][c:24]12.[CH3:47][CH2:48][O:49][C:50]([CH3:51])=[O:52].[H:45][H:46]>>[O:8]=[c:9]1[nH:10][c:11]([O:43][CH3:44])[c:12]([F:42])[cH:13][c:14]1-[c:15]1[cH:16][c:17]([C:38]([CH3:39])([CH3:40])[CH3:41])[c:18]([O:36][CH3:37])[c:19]2[cH:20][c:21](-[c:25]3[cH:26][cH:27][c:28]([NH:31][S:32](=[O:33])(=[O:34])[CH3:35])[cH:29][cH:30]3)[cH:22][n:23][c:24]12. The reactants are O1C(CCCC1)N1N=C(C2=CC(=CC=C12)C1=NN(C=N1)C(C1=CC=CC=C1)(C1=CC=CC=C1)C1=CC=CC=C1)C=1C=C(C(=O)OC)C=CC1 (methyl 3-{1-perhydro-2H-pyran-2-yl-5-[1-(triphenylmethyl)(1,2,4-triazol-3-yl)]-1H-indazol-3-yl}benzoate), O.[OH-].[Li+] (lithium hydroxide monohydrate), C(C1=CC=CC=C1)N (benzylamine), O.ON1N=NC2=C1C=CC=C2 (1-hydroxybenzotriazole hydrate), Cl.CN(CCCN=C=NCC)C (1-(3-dimethylaminopropyl)-3-ethylcarbodiimide hydrochloride). The solvent is O1CCCC1.O (tetrahydrofuran water), O1CCCC1 (tetrahydrofuran). Conditions: temperature 60 celsius, time 18 hour. Product: O1C(CCCC1)N1N=C(C2=CC(=CC=C12)C1=NN(C=N1)C(C1=CC=CC=C1)(C1=CC=CC=C1)C1=CC=CC=C1)C=1C=C(C=CC1)C(=O)NCC1=CC=CC=C1 ((3-{1-Perhydro-2H-pyran-2-yl-5-[1-(triphenylmethyl)(1,2,4-triazol-3-yl)](1H-indazol-3-yl)}phenyl)-N-benzylcarboxamide). Isolated yield 52.0%. RXN SMILES: O1[CH2:6][CH2:5][CH2:4][CH2:3][CH:2]1[N:7]1[C:15]2[C:10](=[CH:11][C:12]([C:16]3[N:20]=[CH:19][N:18]([C:21]([C:34]4[CH:39]=[CH:38][CH:37]=[CH:36][CH:35]=4)([C:28]4[CH:33]=[CH:32][CH:31]=[CH:30][CH:29]=4)[C:22]4[CH:27]=[CH:26][CH:25]=[CH:24][CH:23]=4)[N:17]=3)=[CH:13][CH:14]=2)[C:9]([C:40]2[CH:41]=[C:42]([CH:47]=[CH:48][CH:49]=2)[C:43](OC)=O)=[N:8]1.[OH2:50].[OH-:51].[Li+].[CH2:53]([NH2:60])[C:54]1[CH:59]=[CH:58][CH:57]=[CH:56][CH:55]=1.O.ON1C2C=CC=CC=2N=N1.Cl.CN(C)CCCN=C=NCC>O1CCCC1.O1CCCC1.O>[O:50]1[CH2:6][CH2:5][CH2:4][CH2:3][CH:2]1[N:7]1[C:15]2[C:10](=[CH:11][C:12]([C:16]3[N:20]=[CH:19][N:18]([C:21]([C:34]4[CH:39]=[CH:38][CH:37]=[CH:36][CH:35]=4)([C:28]4[CH:33]=[CH:32][CH:31]=[CH:30][CH:29]=4)[C:22]4[CH:27]=[CH:26][CH:25]=[CH:24][CH:23]=4)[N:17]=3)=[CH:13][CH:14]=2)[C:9]([C:40]2[CH:41]=[C:42]([C:43]([NH:60][CH2:53][C:54]3[CH:59]=[CH:58][CH:57]=[CH:56][CH:55]=3)=[O:51])[CH:47]=[CH:48][CH:49]=2)=[N:8]1 |f:1.2.3,5.6,7.8,10.11|. Procedure details: To a stirred solution of methyl 3-{1-perhydro-2H-pyran-2-yl-5-[1-(triphenylmethyl)(1,2,4-triazol-3-yl)]-1H-indazol-3-yl}benzoate (0.400 g, 0.619 mmol) in a tetrahydrofuran/water mixture (2.50 mL/1.00 mL) was added lithium hydroxide monohydrate (0.0780 g, 1.86 mmol) and the mixture heated at 60° C. for 21 h. To this mixture was added tetrahydrofuran (2.00 mL), benzylamine (0.203 mL, 1.86 mmol), 1-hydroxybenzotriazole hydrate (0.251 g, 1.86 mmol) and 1-(3-dimethylaminopropyl)-3-ethylcarbodiimide h... Starting materials: FC=1C(=CN(C1C=1C(=NC=CC1)F)S(=O)(=O)N1CCOCC1)CN(C(OC(C)(C)C)=O)C (tert-Butyl {[4-fluoro-5-(2-fluoropyridin-3-yl)-1-(morpholin-4-ylsulfonyl)-1H-pyrrol-3-yl]methyl}methylcarbamate), C(C)(=O)OCC.Cl (hydrogen chloride-ethyl acetate). Solvent: C(C)O (ethanol). Conditions: temperature 50 celsius, time 30 minute. Product: Cl.FC=1C(=CN(C1C=1C(=NC=CC1)F)S(=O)(=O)N1CCOCC1)CNC (1-[4-fluoro-5-(2-fluoropyridin-3-yl)-1-(morpholin-4-ylsulfonyl)-1H-pyrrol-3-yl]-N-methylmethanamine hydrochloride). Yield: 33.0%. RXN SMILES: [F:1][C:2]1[C:3]([CH2:23][N:24](C)[C:25](=O)OC(C)(C)C)=[CH:4][N:5]([S:14]([N:17]2[CH2:22][CH2:21][O:20][CH2:19][CH2:18]2)(=[O:16])=[O:15])[C:6]=1[C:7]1[C:8]([F:13])=[N:9][CH:10]=[CH:11][CH:12]=1.C(OCC)(=O)C.[ClH:39]>C(O)C>[ClH:39].[F:1][C:2]1[C:3]([CH2:23][NH:24][CH3:25])=[CH:4][N:5]([S:14]([N:17]2[CH2:22][CH2:21][O:20][CH2:19][CH2:18]2)(=[O:16])=[O:15])[C:6]=1[C:7]1[C:8]([F:13])=[N:9][CH:10]=[CH:11][CH:12]=1 |f:1.2,4.5|. Reported procedure: tert-Butyl {[4-fluoro-5-(2-fluoropyridin-3-yl)-1-(morpholin-4-ylsulfonyl)-1H-pyrrol-3-yl]methyl}methylcarbamate (370 mg) was dissolved in ethanol (5 mL), 4 mol/L hydrogen chloride-ethyl acetate solution (5 mL) was added, and the mixture was stirred at 50° C. for 30 min. The reaction mixture was concentrated under reduced pressure, and the residue was crystallized from a mixed solvent of ethyl acetate-ethanol (9:1) to give the title compound as colorless crystals (yield 105 mg, 33%). Reactants: C(C)(C)(C)OC(NC(C(=O)N1C(CN(CC1)C(CC1=CC2=CC=CC=C2C=C1)C(NC)=O)CC)CC1=CC=C(C=C1)F)=O ([2-[2-Ethyl-4-(1-methylcarbamoyl-2-naphthalen-2-yl-ethyl)-piperazin-1-yl]-1-(4-fluorobenzyl)-2-oxo-ethyl]-carbamic acid tert-butyl ester), ClCCCl (1,2-dichloroethane). Run in Cl (HCl), O1CCOCC1 (dioxane). Conditions: time 1 hour. Product: Cl.NC(C(=O)N1C(CN(CC1)C(C(=O)NC)CC1=CC2=CC=CC=C2C=C1)CC)CC1=CC=C(C=C1)F (2-{4-[2-amino-3-(4-fluorophenyl)-propionyl]-3-ethyl-piperazin-1-yl}-N-methyl-3-naphthalen-2-yl-propioamide Hydrochloride). Isolated yield 99.0%. RXN SMILES: C(OC(=O)[NH:7][CH:8]([CH2:35][C:36]1[CH:41]=[CH:40][C:39]([F:42])=[CH:38][CH:37]=1)[C:9]([N:11]1[CH2:16][CH2:15][N:14]([CH:17]([C:29](=[O:32])[NH:30][CH3:31])[CH2:18][C:19]2[CH:28]=[CH:27][C:26]3[C:21](=[CH:22][CH:23]=[CH:24][CH:25]=3)[CH:20]=2)[CH2:13][CH:12]1[CH2:33][CH3:34])=[O:10])(C)(C)C.[Cl:44]CCCl>Cl.O1CCOCC1>[ClH:44].[NH2:7][CH:8]([CH2:35][C:36]1[CH:41]=[CH:40][C:39]([F:42])=[CH:38][CH:37]=1)[C:9]([N:11]1[CH2:16][CH2:15][N:14]([CH:17]([CH2:18][C:19]2[CH:28]=[CH:27][C:26]3[C:21](=[CH:22][CH:23]=[CH:24][CH:25]=3)[CH:20]=2)[C:29]([NH:30][CH3:31])=[O:32])[CH2:13][CH:12]1[CH2:33][CH3:34])=[O:10] |f:4.5|. Reported procedure: [2-[2-Ethyl-4-(1-methylcarbamoyl-2-naphthalen-2-yl-ethyl)-piperazin-1-yl]-1-(4-fluorobenzyl)-2-oxo-ethyl]-carbamic acid tert-butyl ester, 40, is dissolved in 4M HCl in dioxane (20 mL). The reaction mixture is stirred for 1 hour, then 1,2-dichloroethane (20 mL) is added. Solvent is removed in vacuo to afford 1.1 g (99% yield) of the desired product.